From a dataset of the Open Reaction Database (ORD), a public repository of structured organic reaction records. describe an organic reaction: reactants, conditions, products, and yield Starting materials: ClC=1C=C(C=C(C1)Cl)O (3,5-dichlorophenol), OC=1C=CC=C2C=CC(=NC12)C (8-hydroxyquinaldine), N (NH3). The product is ClC=1C=C(OCCCC(OC=2C=CC=C3C=CC(=NC23)N)C)C=C(C1)Cl (8-(4-(3,5-dichlorophenoxy)-1-methylbutoxy)quinolin-2-amine). Reaction SMILES: [Cl:1][C:2]1[CH:3]=[C:4]([OH:9])[CH:5]=[C:6]([Cl:8])[CH:7]=1.[OH:10][C:11]1[CH:12]=[CH:13][CH:14]=[C:15]2[C:20]=1[N:19]=[C:18](C)[CH:17]=[CH:16]2.[NH3:22]>>[Cl:1][C:2]1[CH:3]=[C:4]([CH:5]=[C:6]([Cl:8])[CH:7]=1)[O:9][CH2:6][CH2:7][CH2:2][CH:3]([CH3:4])[O:10][C:11]1[CH:12]=[CH:13][CH:14]=[C:15]2[C:20]=1[N:19]=[C:18]([NH2:22])[CH:17]=[CH:16]2. Reported procedure: The title compound was prepared according to the procedure described in Example 86 substituting 3,5-dichlorophenol for 8-hydroxyquinaldine. 1H NMR (500 MHz, CDCl3) δ ppm 7.96 (d, 1H), 7.32 (t, 1H), 7.21 (dd, 1H), 7.12 (m, 1H), 6.99 (d, 1H), 6.84 (m, 1H), 6.64 (m, 2H), 4.68 (m, 1H), 4.05 (m, 1H), 3.95 (m, 1H), 2.18 (m, 1H), 2.00 (m, 3H), 1.47 (d, 3H); MS (DCI/NH3) m/z 391 [M+H]+. Starting materials: CCC(C)=O, COCCBr, [K+], [K+], N#Cc1c(-c2ccc(N)cc2)n(C2CCC2)c2cc(O)ccc12, O=C([O-])[O-], CN(C)C=O. Yields the product COCCOc1ccc2c(C#N)c(-c3ccc(N)cc3)n(C3CCC3)c2c1. As a reaction SMILES: [CH2:30]([C:31]([CH3:32])=[O:33])[CH3:34].[CH3:35][O:36][CH2:37][CH2:38][Br:39].[K+:24].[K+:25].[NH2:1][c:2]1[cH:3][cH:4][c:5](-[c:8]2[n:9]([CH:20]3[CH2:21][CH2:22][CH2:23]3)[c:10]3[cH:11][c:12]([OH:19])[cH:13][cH:14][c:15]3[c:16]2[C:17]#[N:18])[cH:6][cH:7]1.[O-:26][C:27]([O-:28])=[O:29].[O:40]=[CH:41][N:42]([CH3:43])[CH3:44]>>[NH2:1][c:2]1[cH:3][cH:4][c:5](-[c:8]2[n:9]([CH:20]3[CH2:21][CH2:22][CH2:23]3)[c:10]3[cH:11][c:12]([O:19][CH2:38][CH2:37][O:36][CH3:35])[cH:13][cH:14][c:15]3[c:16]2[C:17]#[N:18])[cH:6][cH:7]1.